Task: describe an organic reaction: reactants, conditions, products, and yield. Dataset: the Open Reaction Database (ORD), a public repository of structured organic reaction records Reactants: ClCCl, CCO, CCCSc1ncc(CC(C(=O)OCC)C(=O)OCC)n1Cc1ccccc1Cl, Cl, [Na+], [Na+], O=C([O-])[O-], O. Product: CCCSc1ncc(CC(C(=O)O)C(=O)OCC)n1Cc1ccccc1Cl. As a reaction SMILES: [CH2:40]([Cl:41])[Cl:42].[CH3:36][CH2:37][OH:38].[Cl:1][c:2]1[c:3]([CH2:8][n:9]2[c:10]([S:26][CH2:27][CH2:28][CH3:29])[n:11][cH:12][c:13]2[CH2:14][CH:15]([C:16](=[O:17])[O:18][CH2:19][CH3:20])[C:21](=[O:22])[O:23][CH2:24][CH3:25])[cH:4][cH:5][cH:6][cH:7]1.[ClH:39].[Na+:30].[Na+:31].[O-:32][C:33](=[O:34])[O-:35].[OH2:43]>>[Cl:1][c:2]1[c:3]([CH2:8][n:9]2[c:10]([S:26][CH2:27][CH2:28][CH3:29])[n:11][cH:12][c:13]2[CH2:14][CH:15]([C:16](=[O:17])[O:18][CH2:19][CH3:20])[C:21](=[O:22])[OH:23])[cH:4][cH:5][cH:6][cH:7]1.